Dataset: the Open Reaction Database (ORD), a public repository of structured organic reaction records. Task: describe an organic reaction: reactants, conditions, products, and yield The reactants are CCOC(=O)N=NC(=O)OCC, C1CCOC1, O=C1c2ccccc2C(=O)N1O, OCCCC#Cc1ccc(F)cc1, c1ccc(P(c2ccccc2)c2ccccc2)cc1. Product: O=C1c2ccccc2C(=O)N1OCCCC#Cc1ccc(F)cc1. Reaction SMILES: [O:45]=[C:46]([O:47][CH2:48][CH3:49])[N:50]=[N:51][C:52]([O:53][CH2:54][CH3:55])=[O:56].[O:57]1[CH2:58][CH2:59][CH2:60][CH2:61]1.[OH:1][N:2]1[C:3](=[O:12])[c:4]2[c:5]([cH:8][cH:9][cH:10][cH:11]2)[C:6]1=[O:7].[OH:32][CH2:33][CH2:34][CH2:35][C:36]#[C:37][c:38]1[cH:39][cH:40][c:41]([F:44])[cH:42][cH:43]1.[c:13]1([P:14]([c:15]2[cH:16][cH:17][cH:18][cH:19][cH:20]2)[c:21]2[cH:22][cH:23][cH:24][cH:25][cH:26]2)[cH:27][cH:28][cH:29][cH:30][cH:31]1>>[O:1]([N:2]1[C:3](=[O:12])[c:4]2[c:5]([cH:8][cH:9][cH:10][cH:11]2)[C:6]1=[O:7])[CH2:33][CH2:34][CH2:35][C:36]#[C:37][c:38]1[cH:39][cH:40][c:41]([F:44])[cH:42][cH:43]1. Reactants: C(CCCCCCC)(=O)OCCl (Chloromethyl Octanoate), ClCOS(=O)(=O)Cl (chloromethylchlorosulfate), CC1=CC=C(C=C1)CC(=O)O (4-methylphenylacetic acid), C(O)([O-])=O.[Na+] (sodium hydrogen carbonate). The reagents and catalysts are S(=O)(=O)(O)[O-].C(CCC)[N+](CCCC)(CCCC)CCCC (tetra-n-butylammonium hydrogen sulfate). The solvent is ClCCl (dichloromethane), O.ClCCl (water dichloromethane). Reaction conditions: time 18 hour. Yields the product CC1=CC=C(C=C1)CC(=O)OCCl (Chloromethyl p-Methylphenylacetate). Yield: 80.0%. Reaction SMILES: [C:1]([O:10][CH2:11][Cl:12])(=[O:9])[CH2:2][CH2:3][CH2:4][CH2:5][CH2:6][CH2:7][CH3:8].[CH3:13]C1C=CC(CC(O)=O)=CC=1.C(=O)([O-])O.[Na+].ClCOS(Cl)(=O)=O>S([O-])(O)(=O)=O.C([N+](CCCC)(CCCC)CCCC)CCC.O.ClCCl.ClCCl>[CH3:13][C:6]1[CH:7]=[CH:8][C:3]([CH2:2][C:1]([O:10][CH2:11][Cl:12])=[O:9])=[CH:4][CH:5]=1 |f:2.3,5.6,7.8|. Procedure: A similar procedure (Harada, N. et al. Synth. Commun. 1995, 25, 767-772) to that described for the preparation of 43 was followed using 4-methylphenylacetic acid (2.27 g, 15.15 mmol), sodium hydrogen carbonate (5.09 g, 60.6 mmol) and tetra-n-butylammonium hydrogen sulfate (0.51 g, 1.52 mmol) in water-dichloromethane (62.5 mL, 1:1 v/v) and chloromethylchlorosulfate (2.50 g, 15.15 mmol) in dichloromethane (7.5 mL), at room temperature for 18 h. Purification by flash chromatography (hexane/ethyl ac... The reactants are [BH4-], CC1(C)COC(c2nc(-c3ccc(F)cc3)c(-c3ccncc3)[nH]2)OC1C[N+](=O)[O-], CO, [Na+], Cl[Ni]Cl. Yields the product CC1(C)COC(c2nc(-c3ccc(F)cc3)c(-c3ccncc3)[nH]2)OC1CN. Reaction SMILES: [BH4-:31].[CH3:1][C:2]1([CH3:30])[CH:3]([CH2:26][N+:27]([O-:28])=[O:29])[O:4][CH:5]([c:8]2[n:9][c:10](-[c:19]3[cH:20][cH:21][c:22]([F:25])[cH:23][cH:24]3)[c:11](-[c:13]3[cH:14][cH:15][n:16][cH:17][cH:18]3)[nH:12]2)[O:6][CH2:7]1.[CH3:33][OH:34].[Na+:32].[Ni:35]([Cl:36])[Cl:37]>>[CH3:1][C:2]1([CH3:30])[CH:3]([CH2:26][NH2:27])[O:4][CH:5]([c:8]2[n:9][c:10](-[c:19]3[cH:20][cH:21][c:22]([F:25])[cH:23][cH:24]3)[c:11](-[c:13]3[cH:14][cH:15][n:16][cH:17][cH:18]3)[nH:12]2)[O:6][CH2:7]1. Procedure: 3-tert-butyl-2-methyl-1-oxo-4-phenyl-1,2-dihydroisoquinoline-6-carbonitrile (300 mg), 10 N NaOH (6 mL), and methanol (1 mL) were combined at heated at 110 C overnight. The reaction was acidified with 6 N HCl to give a precipitate, which was isolated by filtration. This material was partitioned between EtOAc and 1 N NaOH by stirring vigorously overnight. The organic solution was discarded, and the aqueous solution was allowed to stand overnight, during which time a precipitate formed. Filtration ... Reactants: C(C)(C)(C)C=1N(C(C2=CC=C(C=C2C1C1=CC=CC=C1)C#N)=O)C (3-tert-butyl-2-methyl-1-oxo-4-phenyl-1,2-dihydroisoquinoline-6-carbonitrile), [OH-].[Na+] (NaOH), Cl (HCl). Conditions: time 8 hour. RXN SMILES: [C:1]([C:5]1[N:6]([CH3:24])[C:7](=[O:23])[C:8]2[C:13]([C:14]=1[C:15]1[CH:20]=[CH:19][CH:18]=[CH:17][CH:16]=1)=[CH:12][C:11]([C:21]#[N:22])=[CH:10][CH:9]=2)([CH3:4])([CH3:3])[CH3:2].[OH-:25].[Na+].Cl>CO>[C:1]([C:5]1[N:6]([CH3:24])[C:7](=[O:23])[C:8]2[C:13]([C:14]=1[C:15]1[CH:20]=[CH:19][CH:18]=[CH:17][CH:16]=1)=[CH:12][C:11]([C:21]([NH2:22])=[O:25])=[CH:10][CH:9]=2)([CH3:4])([CH3:2])[CH3:3] |f:1.2|. Yields the product C(C)(C)(C)C=1N(C(C2=CC=C(C=C2C1C1=CC=CC=C1)C(=O)N)=O)C (3-tert-butyl-2-methyl-1-oxo-4-phenyl-1,2-dihydroisoquinoline-6-carboxamide). The solvent is CO (methanol).